This data is from the Open Reaction Database (ORD), a public repository of structured organic reaction records. The task is: describe an organic reaction: reactants, conditions, products, and yield The reactants are N([C@@H](CC(C)C)C(=O)N[C@@H](COCC1=CC=CC=C1)C(=O)O)C(=O)OC(C)(C)C (Boc-Leu-Ser(Bzl)-OH), N([C@@H](CCCCNC(=O)OCC1=C(Cl)C=CC=C1)C(=O)ON1C(=O)CCC1=O)C(=O)OC(C)(C)C (Boc-Lys(Cl-Z)-OSu). The product is N([C@@H](CCCCNC(=O)OCC1=C(Cl)C=CC=C1)C(=O)N[C@@H](CC(C)C)C(=O)N[C@@H](COCC1=CC=CC=C1)C(=O)O)C(=O)OC(C)(C)C (Boc-Lys(Cl-Z)-Leu-Ser(Bzl)-OH). Yield: 63.7%. Reaction SMILES: [NH:1]([C:23]([O:25]C(C)(C)C)=O)[C@H:2]([C:7]([NH:9][C@H:10]([C:20]([OH:22])=[O:21])[CH2:11][O:12][CH2:13][C:14]1[CH:19]=[CH:18][CH:17]=[CH:16][CH:15]=1)=[O:8])[CH2:3][CH:4]([CH3:6])[CH3:5].[NH:30]([C:58]([O:60][C:61]([CH3:64])([CH3:63])[CH3:62])=[O:59])[C@H:31](C(ON1C(=O)CCC1=O)=O)[CH2:32][CH2:33][CH2:34][CH2:35][NH:36][C:37]([O:39][CH2:40][C:41]1[CH:47]=[CH:46][CH:45]=[CH:44][C:42]=1[Cl:43])=[O:38]>>[NH:30]([C:58]([O:60][C:61]([CH3:64])([CH3:63])[CH3:62])=[O:59])[C@H:31]([C:23]([NH:1][C@H:2]([C:7]([NH:9][C@H:10]([C:20]([OH:22])=[O:21])[CH2:11][O:12][CH2:13][C:14]1[CH:15]=[CH:16][CH:17]=[CH:18][CH:19]=1)=[O:8])[CH2:3][CH:4]([CH3:5])[CH3:6])=[O:25])[CH2:32][CH2:33][CH2:34][CH2:35][NH:36][C:37]([O:39][CH2:40][C:41]1[CH:47]=[CH:46][CH:45]=[CH:44][C:42]=1[Cl:43])=[O:38]. Reported procedure: By using 4,61 g of Boc-Leu-Ser(Bzl)-OH Japanese Patent Kokai (Laid-open) No. 61-112099 (1986) and 5.61 g of Boc-Lys(Cl-Z)-OSu, and the same procedure as in Reference Example 31 was repeated to obtain 4.92 g (yield: 64.0%) of the above-mentioned objective product. Reactants: [Cl-], O=C1CCC(=O)N1Cl, [Li+], CC1NOc2c1ccc(F)c2N, CN(C)C=O. The product is CC1NOc2c(N)c(F)cc(Cl)c21. RXN SMILES: [Cl-:22].[Cl:13][N:14]1[C:15](=[O:16])[CH2:17][CH2:18][C:19]1=[O:20].[Li+:21].[NH2:1][c:2]1[c:3]([F:12])[cH:4][cH:5][c:6]2[c:10]1[O:9][NH:8][CH:7]2[CH3:11].[O:23]=[CH:24][N:25]([CH3:26])[CH3:27]>>[NH2:1][c:2]1[c:3]([F:12])[cH:4][c:5]([Cl:13])[c:6]2[c:10]1[O:9][NH:8][CH:7]2[CH3:11]. The reactants are C(CC1=CC=CC=C1)N (phenethylamine), ClC=1C2=C(N=C(N1)C1=NC=CN=C1)SC(=C2)CC (4-chloro-2-(pyrazin-2-yl)-6-ethyl-thieno-[2,3-d]-pyrimidine). Yields the product N1=C(C=NC=C1)C=1N=C(C2=C(N1)SC(=C2)CC)NCCC2=CC=CC=C2 (2-(pyrazin-2-yl)-4-phenethylamino-6-ethyl-thieno-[2,3-d]-pyrimidine). RXN SMILES: [CH2:1]([NH2:9])[CH2:2][C:3]1[CH:8]=[CH:7][CH:6]=[CH:5][CH:4]=1.Cl[C:11]1[C:12]2[CH:25]=[C:24]([CH2:26][CH3:27])[S:23][C:13]=2[N:14]=[C:15]([C:17]2[CH:22]=[N:21][CH:20]=[CH:19][N:18]=2)[N:16]=1>>[N:18]1[CH:19]=[CH:20][N:21]=[CH:22][C:17]=1[C:15]1[N:16]=[C:11]([NH:9][CH2:1][CH2:2][C:3]2[CH:8]=[CH:7][CH:6]=[CH:5][CH:4]=2)[C:12]2[CH:25]=[C:24]([CH2:26][CH3:27])[S:23][C:13]=2[N:14]=1. Procedure details: With the procedure of Example 1, the reaction of phenethylamine with 4-chloro-2-(pyrazin-2-yl)-6-ethyl-thieno-[2,3-d]-pyrimidine yields 2-(pyrazin-2-yl)-4-phenethylamino-6-ethyl-thieno-[2,3-d]-pyrimidine. The reactants are [Br-], Br, C=CCC(C)(C)C(C)=O, ClC(Cl)Cl. Yields the product CC(=O)C(C)(C)CC(C)Br. RXN SMILES: [Br-:10].[BrH:11].[CH3:1][C:2]([C:3]([CH3:4])=[O:5])([CH2:6][CH:7]=[CH2:8])[CH3:9].[CH:12]([Cl:13])([Cl:14])[Cl:15]>>[CH3:1][C:2]([C:3]([CH3:4])=[O:5])([CH2:6][CH:7]([CH3:8])[Br:10])[CH3:9]. Starting materials: F[B-](F)(F)F, CCN(C(C)C)C(C)C, C1CCOC1, O=C(O)COc1ccc(C(F)(F)F)cc1Cl, CCN(CC)CCOc1ccc(NC)cc1Cl, On1nnc2ccccc21, CN(C)C(On1nnc2ccccc21)=[N+](C)C. Yields the product CCN(CC)CCOc1ccc(N(C)C(=O)COc2ccc(C(F)(F)F)cc2Cl)cc1Cl. Reaction SMILES: [B-:1]([F:2])([F:3])([F:4])[F:5].[CH2:66]([N:67]([CH:68]([CH3:69])[CH3:70])[CH:71]([CH3:72])[CH3:73])[CH3:74].[CH2:75]1[O:76][CH2:77][CH2:78][CH2:79]1.[Cl:33][c:34]1[c:35]([O:36][CH2:37][C:38](=[O:39])[OH:40])[cH:41][cH:42][c:43]([C:45]([F:46])([F:47])[F:48])[cH:44]1.[Cl:49][c:50]1[cH:51][c:52]([NH:64][CH3:65])[cH:53][cH:54][c:55]1[O:56][CH2:57][CH2:58][N:59]([CH2:60][CH3:61])[CH2:62][CH3:63].[OH:23][n:24]1[c:25]2[c:26]([cH:27][cH:28][cH:29][cH:30]2)[n:31][n:32]1.[n:6]1([O:7][C:8]([N:9]([CH3:10])[CH3:11])=[N+:12]([CH3:13])[CH3:14])[c:15]2[cH:16][cH:17][cH:18][cH:19][c:20]2[n:21][n:22]1>>[Cl:33][c:34]1[c:35]([O:36][CH2:37][C:38](=[O:40])[N:64]([c:52]2[cH:51][c:50]([Cl:49])[c:55]([O:56][CH2:57][CH2:58][N:59]([CH2:60][CH3:61])[CH2:62][CH3:63])[cH:54][cH:53]2)[CH3:65])[cH:41][cH:42][c:43]([C:45]([F:46])([F:47])[F:48])[cH:44]1. The reactants are Cc1cccc(CBr)c1OCC#N, O=C([O-])[O-], CC#N, [K+], [K+], Oc1cccc(O)c1. Product: Cc1cccc(COc2cccc(O)c2)c1OCC#N. Reaction SMILES: [C:1](#[N:2])[CH2:3][O:4][c:5]1[c:6]([CH2:7][Br:8])[cH:9][cH:10][cH:11][c:12]1[CH3:13].[C:22](=[O:23])([O-:24])[O-:25].[CH3:28][C:29]#[N:30].[K+:26].[K+:27].[OH:14][c:15]1[cH:16][cH:17][cH:18][c:19]([OH:20])[cH:21]1>>[C:1](#[N:2])[CH2:3][O:4][c:5]1[c:6]([CH2:7][O:20][c:19]2[cH:18][cH:17][cH:16][c:15]([OH:14])[cH:21]2)[cH:9][cH:10][cH:11][c:12]1[CH3:13]. The reactants are FC1=CC=CC=2C3=C(N(C12)C)CCNC3=O (6-fluoro-2,3,4,5-tetrahydro-5-methyl-1H-pyrido[4,3-b]indol-1-one), O.C1(=CC=C(C=C1)S(=O)(=O)O)C (4-toluenesulphonic acid monohydrate), Cl.OCC=1N=CNC1C (4-hydroxymethyl-5-methylimidazole hydrochloride), Cl.OCC=1N=CNC1C (4-hydroxymethyl-5-methylimidazole hydrochloride), C([O-])(O)=O.[Na+] (sodium bicarbonate). Solvent: CN1C(CCC1)=O (N-methylpyrrolidinone). The product is FC1=CC=CC=2C3=C(N(C12)C)CCN(C3=O)CC=3N=CNC3C (6-Fluoro-2,3,4,5-tetrahydro-5-methyl-2-[(5-methyl-1H-imidazol-4-yl)methyl]-1H-pyrido[4,3-b]indol-1-one). The yield is 128.6%. As a reaction SMILES: [F:1][C:2]1[C:10]2[N:9]([CH3:11])[C:8]3[CH2:12][CH2:13][NH:14][C:15](=[O:16])[C:7]=3[C:6]=2[CH:5]=[CH:4][CH:3]=1.O.C1(C)C=CC(S(O)(=O)=O)=CC=1.Cl.O[CH2:31][C:32]1[N:33]=[CH:34][NH:35][C:36]=1[CH3:37].C(=O)(O)[O-].[Na+]>CN1CCCC1=O>[F:1][C:2]1[C:10]2[N:9]([CH3:11])[C:8]3[CH2:12][CH2:13][N:14]([CH2:31][C:32]4[N:33]=[CH:34][NH:35][C:36]=4[CH3:37])[C:15](=[O:16])[C:7]=3[C:6]=2[CH:5]=[CH:4][CH:3]=1 |f:1.2,3.4,5.6|. Procedure details: A solution of 6-fluoro-2,3,4,5-tetrahydro-5-methyl-1H-pyrido[4,3-b]indol-1-one (100 mg) in N-methylpyrrolidinone (10 ml) was treated with 4-toluenesulphonic acid monohydrate (17 mg) and 4-hydroxymethyl-5-methylimidazole hydrochloride (37 mg). The mixture was then heated to 125° for 18 h during which time three further portions of 4-hydroxymethyl-5-methylimidazole hydrochloride (37 mg) were added at 1,2 and 3 h respective. The solution was then poured into 8% sodium bicarbonate solution (100 ml) ...